Dataset: the Open Reaction Database (ORD), a public repository of structured organic reaction records. Task: describe an organic reaction: reactants, conditions, products, and yield Starting materials: Cc1ccc2c(OCCN3CCN(C(=O)OC(C)(C)C)CC3)cccc2n1, CCOCC, CCO, Cl. Yields the product Cc1ccc2c(OCCN3CCNCC3)cccc2n1. RXN SMILES: [CH3:1][c:2]1[n:3][c:4]2[cH:5][cH:6][cH:7][c:8]([O:12][CH2:13][CH2:14][N:15]3[CH2:16][CH2:17][N:18]([C:21]([O:22][C:23]([CH3:24])([CH3:25])[CH3:26])=[O:27])[CH2:19][CH2:20]3)[c:9]2[cH:10][cH:11]1.[CH3:29][CH2:30][O:31][CH2:32][CH3:33].[CH3:34][CH2:35][OH:36].[ClH:28]>>[CH3:1][c:2]1[n:3][c:4]2[cH:5][cH:6][cH:7][c:8]([O:12][CH2:13][CH2:14][N:15]3[CH2:16][CH2:17][NH:18][CH2:19][CH2:20]3)[c:9]2[cH:10][cH:11]1. Reaction SMILES: [F-].C([N+](CCCC)(CCCC)CCCC)CCC.C([SiH2][O:24][C:25](C1C=CC=CC=1)(C1C=CC=CC=1)[CH:26]1[CH2:30][N:29]([CH:31]2[CH2:38][CH2:37][CH2:36][CH:35]([OH:39])[CH2:34][CH2:33][CH2:32]2)[C:28](=[O:40])[C:27]1([CH3:42])[CH3:41])(C)(C)C>O1CCCC1>[OH:39][CH:35]1[CH2:34][CH2:33][CH2:32][CH:31]([N:29]2[CH2:30][CH:26]([CH2:25][OH:24])[C:27]([CH3:41])([CH3:42])[C:28]2=[O:40])[CH2:38][CH2:37][CH2:36]1 |f:0.1|. Reactants: [F-].C(CCC)[N+](CCCC)(CCCC)CCCC (Tetrabutyl ammonium fluoride), C(C)(C)(C)[SiH2]OC(C1C(C(N(C1)C1CCCC(CCC1)O)=O)(C)C)(C1=CC=CC=C1)C1=CC=CC=C1 (4-(tert-Butyl-diphenyl-silanyloxymethyl)-1-(5-hydroxy-cyclooctyl)-3,3-dimethyl-pyrrolidin-2-one). Procedure details: Tetrabutyl ammonium fluoride (0.76 mL, 1 M in tetrahydrofuran, 0.76 mmol) was added to a stirred solution of the product of Example 5J (0.30 g, 0.60 mmol) in tetrahydrofuran (5 mL) at room temperature. The resulting solution was stirred for two hours and then partitioned with ethyl acetate and water. The organic phase was washed with brine, dried (MgSO4), filtered, and evaporated. The residue was purified over silica gel using 20-100% ethyl acetate in hexanes to give the titled product as a whit... Yields the product OC1CCCC(CCC1)N1C(C(C(C1)CO)(C)C)=O (1-(5-Hydroxy-cyclooctyl)-4-hydroxymethyl-3 3-dimethyl-pyrrolidin-2-one). Conditions: time 2 hour. Solvent: O1CCCC1 (tetrahydrofuran). Starting materials: OC(C=1N=C2C(=NC1)NC=C2C(C(C)(C)C)=O)C2=CC=NC=C2 (1-[2-(Hydroxy-pyridin-4-yl-methyl)-5H-pyrrolo[2,3-b]pyrazin-7-yl]-2,2-dimethyl-propan-1-one), CC(=O)OI1(C=2C=CC=CC2C(=O)O1)(OC(=O)C)OC(=O)C (Dess-Martin periodinane). Product: CC(C(=O)C1=CNC2=NC=C(N=C21)C(=O)C2=CC=NC=C2)(C)C (2,2-Dimethyl-1-[2-(pyridine-4-carbonyl)-5H-pyrrolo[2,3-b]pyrazin-7-yl]-propan-1-one). RXN SMILES: [OH:1][CH:2]([C:18]1[CH:23]=[CH:22][N:21]=[CH:20][CH:19]=1)[C:3]1[N:4]=[C:5]2[C:11]([C:12](=[O:17])[C:13]([CH3:16])([CH3:15])[CH3:14])=[CH:10][NH:9][C:6]2=[N:7][CH:8]=1.CC(OI1(OC(C)=O)(OC(C)=O)OC(=O)C2C=CC=CC1=2)=O>>[CH3:14][C:13]([CH3:16])([CH3:15])[C:12]([C:11]1[C:5]2[C:6](=[N:7][CH:8]=[C:3]([C:2]([C:18]3[CH:19]=[CH:20][N:21]=[CH:22][CH:23]=3)=[O:1])[N:4]=2)[NH:9][CH:10]=1)=[O:17]. Reported procedure: 1-[2-(Hydroxy-pyridin-4-yl-methyl)-5H-pyrrolo[2,3-b]pyrazin-7-yl]-2,2-dimethyl-propan-1-one was treated with Dess-Martin periodinane, following general procedures described in these Examples. MP=218-220 C, (M+H)+=309.